From a dataset of the Open Reaction Database (ORD), a public repository of structured organic reaction records. describe an organic reaction: reactants, conditions, products, and yield Starting materials: O=C([O-])[O-], CCNC, CC#N, ClCc1ccc(Cl)nc1, [K+], [K+]. Yields the product CNC(C)Cc1ccc(Cl)nc1. As a reaction SMILES: [C:14](=[O:15])([O-:16])[O-:17].[CH3:10][NH:11][CH2:12][CH3:13].[CH3:20][C:21]#[N:22].[Cl:1][c:2]1[n:3][cH:4][c:5]([CH2:8][Cl:9])[cH:6][cH:7]1.[K+:18].[K+:19]>>[Cl:1][c:2]1[n:3][cH:4][c:5]([CH2:8][CH:12]([NH:11][CH3:10])[CH3:13])[cH:6][cH:7]1. Starting materials: [N+](=O)([O-])C=1C=C(C=CC1)C(=CC(=O)OC)C=CC1=CC=C(C=C1)C#N (Methyl 3-(3-nitrophenyl)-5-(4-cyanophenyl)-2,4-pentadienoate). Solvent: C1CCOC1 (THF). Reaction conditions: time 45 minute. The product is NC=1C=C(C=CC1)C(CC(=O)OC)CCC1=CC=C(C=C1)C#N (methyl 3-(3-aminophenyl)-5-(4-cyanophenyl)pentanoate). Yield: 63.9%. As a reaction SMILES: [N+:1]([C:4]1[CH:5]=[C:6]([C:10]([CH:16]=[CH:17][C:18]2[CH:23]=[CH:22][C:21]([C:24]#[N:25])=[CH:20][CH:19]=2)=[CH:11][C:12]([O:14][CH3:15])=[O:13])[CH:7]=[CH:8][CH:9]=1)([O-])=O>C1COCC1>[NH2:1][C:4]1[CH:5]=[C:6]([CH:10]([CH2:16][CH2:17][C:18]2[CH:19]=[CH:20][C:21]([C:24]#[N:25])=[CH:22][CH:23]=2)[CH2:11][C:12]([O:14][CH3:15])=[O:13])[CH:7]=[CH:8][CH:9]=1. Procedure: Part C. Methyl 3-(3-nitrophenyl)-5-(4-cyanophenyl)-2,4-pentadienoate (0.869 gm, 2.6 mmol) was dissolved in THF and degassed with N2. A catalytic amount of 10% Pd/C was added and the solution was placed on a Parr shaker for 45 min. at 45 p.s.i. The solution was filtered through Celite and the solvent was removed under vacuum. The residue was chromatographed on silica gel eluting ethyl acetate:methylene chloride (20:80, v:v) to give methyl 3-(3-aminophenyl)-5-(4-cyanophenyl)pentanoate as an oil 0....